This data is from the Open Reaction Database (ORD), a public repository of structured organic reaction records. The task is: describe an organic reaction: reactants, conditions, products, and yield Starting materials: CS(=O)(=O)Cl, ClCCl, COc1cccc2c1nc(C(F)F)n2-c1nc(N2CCNCC2)nc(N2CC3CCC(C2)O3)n1, [K+], [K+], O=C([O-])[O-], O. Yields the product COc1cccc2c1nc(C(F)F)n2-c1nc(N2CCN(S(C)(=O)=O)CC2)nc(N2CC3CCC(C2)O3)n1. RXN SMILES: [CH3:1][S:2]([Cl:3])(=[O:4])=[O:5].[Cl:47][CH2:48][Cl:49].[F:6][CH:7]([c:8]1[n:9][c:10]2[c:11]([n:12]1-[c:13]1[n:14][c:15]([N:25]3[CH2:26][CH:27]4[CH2:28][CH2:29][CH:30]([CH2:31]3)[O:32]4)[n:16][c:17]([N:19]3[CH2:20][CH2:21][NH:22][CH2:23][CH2:24]3)[n:18]1)[cH:33][cH:34][cH:35][c:36]2[O:37][CH3:38])[F:39].[K+:40].[K+:41].[O-:42][C:43]([O-:44])=[O:45].[OH2:46]>>[CH3:1][S:2](=[O:4])(=[O:5])[N:22]1[CH2:21][CH2:20][N:19]([c:17]2[n:16][c:15]([N:25]3[CH2:26][CH:27]4[CH2:28][CH2:29][CH:30]([CH2:31]3)[O:32]4)[n:14][c:13](-[n:12]3[c:8]([CH:7]([F:6])[F:39])[n:9][c:10]4[c:11]3[cH:33][cH:34][cH:35][c:36]4[O:37][CH3:38])[n:18]2)[CH2:24][CH2:23]1. Starting materials: ClC1=C(C(=NC=C1)OC)C#N (4-chloro-2-methoxy-3-cyanopyridine), BrBr (bromine), BrC1=C(C(=NC=C1)OC)C#N (4-bromo-2-methoxy-3-cyanopyridine), II (iodine). Product: IC1=C(C(=NC=C1)OC)C#N (4-iodo-2-methoxy-3-cyanopyridine). As a reaction SMILES: Cl[C:2]1[CH:7]=[CH:6][N:5]=[C:4]([O:8][CH3:9])[C:3]=1[C:10]#[N:11].BrBr.BrC1C=CN=C(OC)C=1C#N.[I:25]I>>[I:25][C:2]1[CH:7]=[CH:6][N:5]=[C:4]([O:8][CH3:9])[C:3]=1[C:10]#[N:11]. Procedure: Thus, 2-chloro-3-cyanopyridine (A18) provided 2-methoxy-3-cyanopyridine (A19) upon treatment with sodium methoxide in methanol. Lithiation of the 2-methoxy-3-cyanopyridine (A19) with LDA gave the intermediate carbanion derivative 4-lithio-2-methoxy-3-cyanopyridine (A21), which upon treatment with hexachloroethane provided the 4-chloro-2-methoxy-3-cyanopyridine (A20). Analogously, reaction with bromine provides the 4-bromo-2-methoxy-3-cyanopyridine (A22) and reaction with iodine provides the 4-io... Starting materials: C(#N)[BH3-].[Na+] (sodium cyanoborohydride), NC=1C(=C(C(=O)OC)C=C(C1)Br)C (methyl 3-amino-5-bromo-2-methylbenzoate), C1(CCCC1)=O (cyclopentanone), C(C)(=O)O (acetic acid). The solvent is CO (methanol). Conditions: time 3 hour. The product is COC(C1=CC=CC=C1)=O (methylbenzoate). The yield is 142.8%. As a reaction SMILES: N[C:2]1[C:3](C)=[C:4]([CH:9]=[C:10](Br)[CH:11]=1)[C:5]([O:7][CH3:8])=[O:6].C1(=O)CCCC1.C(O)(=O)C.C([BH3-])#N.[Na+]>CO>[CH3:8][O:7][C:5](=[O:6])[C:4]1[CH:9]=[CH:10][CH:11]=[CH:2][CH:3]=1 |f:3.4|. Procedure: To a stirred solution of methyl 3-amino-5-bromo-2-methylbenzoate (5 g, 20.57 mmol) and cyclopentanone (8.64 g, 102.8 mmol) in methanol (30 mL), acetic acid (2.46 g, 41.1 mmol) was added and reaction stirred at room temperature for 3 h. Then sodium cyanoborohydride (3.23 g, 51.4 mmol) was added and reaction stirred overnight. On completion, solvent was removed under reduced pressure and crude material was purified by column chromatography to afford methyl 5-bromo-3-(cyclopentylamino)-2-(methylben... Reactants: C1(CC=CCC1)C(=O)OC (methyl cyclohex-3-enecarboxylate), C(C)[Zn]CC (diethyl zinc), FC(C(=O)O)(F)F (trifluoroacetic acid). Run in ClCCl (dichloromethane), ClCCl (dichloromethane), ClCCl (dichloromethane), ClCCl (dichloromethane). Run at time 1 hour. Yields the product C12CC(CCC2C1)C(=O)OC (methyl bicyclo[4.1.0]heptane-3-carboxylate). Isolated yield 94.9%. Reaction SMILES: [CH2:1]([Zn]CC)C.FC(F)(F)C(O)=O.[CH:13]1([C:19]([O:21][CH3:22])=[O:20])[CH2:18][CH2:17][CH:16]=[CH:15][CH2:14]1>ClCCl>[CH:15]12[CH2:1][CH:16]1[CH2:17][CH2:18][CH:13]([C:19]([O:21][CH3:22])=[O:20])[CH2:14]2. Procedure details: To a solution of diethyl zinc (1.0 M in hexanes, 35 mL, 35.00 mmol) in anhydrous dichloromethane (34 mL) was added trifluoroacetic acid (3.99 g, 35.0 mmol) in 17.2 mL anhydrous dichloromethane at 0° C. The reaction mixture was stirred at the same temperature for 1 hour, and then added a solution of diidomethane (9.37 g, 35.00 mmol) in anhydrous dichloromethane (17 mL) at 0° C. The reaction mixture was further stirred at the same temperature for another 1 hour. To this mixture was added a solutio... Starting materials: CC(C)=CCBr, CN(C)C=O, [H-], [Na+], C1=Cc2ccccc2N(CC2CNCCO2)c2ccccc21, O. The product is CC(C)=CCN1CCOC(CN2c3ccccc3C=Cc3ccccc32)C1. Reaction SMILES: [CH3:25][C:26](=[CH:27][CH2:28][Br:29])[CH3:30].[CH3:32][N:33]([CH3:34])[CH:35]=[O:36].[H-:1].[Na+:2].[O:3]1[CH:4]([CH2:9][N:10]2[c:11]3[c:12]([cH:21][cH:22][cH:23][cH:24]3)[CH:13]=[CH:14][c:15]3[c:16]2[cH:17][cH:18][cH:19][cH:20]3)[CH2:5][NH:6][CH2:7][CH2:8]1.[OH2:31]>>[O:3]1[CH:4]([CH2:9][N:10]2[c:11]3[c:12]([cH:21][cH:22][cH:23][cH:24]3)[CH:13]=[CH:14][c:15]3[c:16]2[cH:17][cH:18][cH:19][cH:20]3)[CH2:5][N:6]([CH2:28][CH:27]=[C:26]([CH3:25])[CH3:30])[CH2:7][CH2:8]1.